This data is from the Open Reaction Database (ORD), a public repository of structured organic reaction records. The task is: describe an organic reaction: reactants, conditions, products, and yield Procedure details: A solution of the product prepared in Example 37 (6.6 g, 0.017M) in methanol (200 ml) and AcOH (20 ml) was hydrogenated (10% Pd-C, 0.66 g) in a Parr apparatus at an initial pressure of 40 psi overnight. The resulting solution was filtered through Celite, evaporated, and crystallized from methanol/ether to give the titled compound (2.33 g, 46% yield). The product was recrystallized from methanol/CCl4 and dried in vacuo to give pure product, mp 193°-195° C. (dec). NMR (DMSO-d6) δ 2.70-3.50 (m, 4H,... Yield: 46.1%. Reagents/catalysts: [Pd] (Pd-C). As a reaction SMILES: [C:1]([OH:6])(=[O:5])[C:2]([OH:4])=[O:3].C([N:14]1[CH2:20][CH:19]2[O:21][CH:16]([C:17]3[CH:25]=[C:24]4[O:26][CH2:27][O:28][C:23]4=[CH:22][C:18]=32)[CH2:15]1)C1C=CC=CC=1>CO.CC(O)=O.[Pd]>[C:1]([OH:6])(=[O:5])[C:2]([OH:4])=[O:3].[O:21]1[CH:19]2[C:18]3[CH:22]=[C:23]4[O:28][CH2:27][O:26][C:24]4=[CH:25][C:17]=3[CH:16]1[CH2:15][NH:14][CH2:20]2 |f:0.1,5.6|. Yields the product C(C(=O)O)(=O)O.O1C2CNCC1C1=C2C=C2C(=C1)OCO2 (1,5-Epoxy-7,8-methylenedioxy-1,2,4,5-tetrahydro-3-benzazepin oxalate). The reactants are C(C(=O)O)(=O)O.C(C1=CC=CC=C1)N1CC2C3=C(C(C1)O2)C=C2C(=C3)OCO2 (3-Benzyl-1,5-epoxy-7,8-methylenedioxy-1,2,4,5-tetrahydro-3-benzazepin oxalate). Run in CO (methanol), CC(=O)O (AcOH). The reactants are FC=1C=C2C=C(NC2=CC1F)C=1C=CC(=C(C1)N)OC (5-(5,6-Difluoro-1H-indol-2-yl)-2-methoxy-phenylamine), FC=1C=C2C=C(NC2=CC1F)C=1C=CC(=C(C1)N)OC (5-(5,6-difluoro-1H-indol-2-yl)-2-methoxy-phenylamine), ClC=1C=C(C=C(C1)Cl)S(=O)(=O)Cl (3,5-dichlorobenzenesulfonyl chloride), N1=CC=CC=C1 (pyridine). Run in O (Water). Reaction conditions: temperature 50 celsius, time 8 hour. Product: ClC=1C=C(C=C(C1)Cl)S(=O)(=O)NC1=C(C=CC(=C1)C=1NC2=CC(=C(C=C2C1)F)F)OC (3,5-Dichloro-N-[5-(5,6-difluoro-1H-indol-2-yl)-2-methoxy-phenyl]-benzenesulfonamide). As a reaction SMILES: [F:1][C:2]1[CH:3]=[C:4]2[C:8](=[CH:9][C:10]=1[F:11])[NH:7][C:6]([C:12]1[CH:13]=[CH:14][C:15]([O:19][CH3:20])=[C:16]([NH2:18])[CH:17]=1)=[CH:5]2.[Cl:21][C:22]1[CH:23]=[C:24]([S:29](Cl)(=[O:31])=[O:30])[CH:25]=[C:26]([Cl:28])[CH:27]=1.N1C=CC=CC=1>O>[Cl:28][C:26]1[CH:25]=[C:24]([S:29]([NH:18][C:16]2[CH:17]=[C:12]([C:6]3[NH:7][C:8]4[C:4]([CH:5]=3)=[CH:3][C:2]([F:1])=[C:10]([F:11])[CH:9]=4)[CH:13]=[CH:14][C:15]=2[O:19][CH3:20])(=[O:30])=[O:31])[CH:23]=[C:22]([Cl:21])[CH:27]=1. Procedure: The product from Example 3, 5-(5,6-difluoro-1H-indol-2-yl)-2-methoxy-phenylamine, (0.274 g, 1.0 mmol) was mixed with 3,5-dichlorobenzenesulfonyl chloride (0.256 g, 1.0 mmol) and pyridine (3 mL) was added, and the reaction mixture was heated briefly to 50° C. and then allowed to stand overnight at room temperature. Water (7 mL) was added and the mixture allowed to stand 2 hours at room temperature. The mixture was partitioned between water (200 mL) and ethyl acetate (200 mL), and the organic laye... The reactants are CC1=C(NC2CC(=O)OC2)C(=CC=C1)C (3-(2,6-dimethylanilino)-gamma-butyrolactone), COCC(=O)Cl (methoxyacetyl chloride). Product: COCC(=O)N(C1=C(C=CC=C1C)C)C1CC(=O)OC1 (N-methoxyacetyl-3-(2,6-dimethylanilino)-gamma-butyrolactone). Reaction SMILES: [CH3:1][C:2]1[CH:14]=[CH:13][CH:12]=[C:11]([CH3:15])[C:3]=1[NH:4][CH:5]1[CH2:10][O:9][C:7](=[O:8])[CH2:6]1.[CH3:16][O:17][CH2:18][C:19](Cl)=[O:20]>>[CH3:16][O:17][CH2:18][C:19]([N:4]([CH:5]1[CH2:10][O:9][C:7](=[O:8])[CH2:6]1)[C:3]1[C:11]([CH3:15])=[CH:12][CH:13]=[CH:14][C:2]=1[CH3:1])=[O:20]. Procedure details: 3-(2,6-dimethylanilino)-gamma-butyrolactone was acylated with methoxyacetyl chloride according to the procedure described in Example 2C above to yield N-methoxyacetyl-3-(2,6-dimethylanilino)-gamma-butyrolactone.